Dataset: the Open Reaction Database (ORD), a public repository of structured organic reaction records. Task: describe an organic reaction: reactants, conditions, products, and yield The reactants are BrC1=CC=C2C=CC3=C(C=CC4=CC=C1C2=C34)C3=CC=C(C=C3)Cl (1-bromo-6-(4-chlorophenyl)pyrene), C=1(C(=CC=CC1)B(O)O)C1=CC=CC=C1 (2-biphenylboronic acid), P(=O)([O-])([O-])[O-].[K+].[K+].[K+] (tripotassium phosphate), CN(C=O)C (dimethylformamide). The reagents and catalysts are [Br-].C(CCC)[N+](CCCC)(CCCC)CCCC (tetrabutylammonium bromide), C(C)(=O)[O-].[Pd+2].C(C)(=O)[O-] (palladium acetate). The solvent is O (water). Conditions: temperature 130 celsius, time 6 hour. The product is C1(=C(C=CC=C1)C1=CC=C2C=CC3=C(C=CC4=CC=C1C2=C34)C3=CC=C(C=C3)Cl)C3=CC=CC=C3 (1-(biphenyl-2-yl)-6-(4-chlorophenyl)pyrene). Isolated yield 61.9%. As a reaction SMILES: Br[C:2]1[C:15]2[C:16]3=[C:17]4[C:12](=[CH:13][CH:14]=2)[CH:11]=[CH:10][C:9]([C:18]2[CH:23]=[CH:22][C:21]([Cl:24])=[CH:20][CH:19]=2)=[C:8]4[CH:7]=[CH:6][C:5]3=[CH:4][CH:3]=1.[C:25]1([C:34]2[CH:39]=[CH:38][CH:37]=[CH:36][CH:35]=2)[C:26](B(O)O)=[CH:27][CH:28]=[CH:29][CH:30]=1.P([O-])([O-])([O-])=O.[K+].[K+].[K+].CN(C)C=O>[Br-].C([N+](CCCC)(CCCC)CCCC)CCC.C([O-])(=O)C.[Pd+2].C([O-])(=O)C.O>[C:25]1([C:34]2[CH:35]=[CH:36][CH:37]=[CH:38][CH:39]=2)[CH:26]=[CH:27][CH:28]=[CH:29][C:30]=1[C:2]1[C:15]2[C:16]3=[C:17]4[C:12](=[CH:13][CH:14]=2)[CH:11]=[CH:10][C:9]([C:18]2[CH:19]=[CH:20][C:21]([Cl:24])=[CH:22][CH:23]=2)=[C:8]4[CH:7]=[CH:6][C:5]3=[CH:4][CH:3]=1 |f:2.3.4.5,7.8,9.10.11|. Procedure details: Next, a mixed solution of 4.9 g of 1-bromo-6-(4-chlorophenyl)pyrene, 3.7 g of 2-biphenylboronic acid, 8.0 g of tripotassium phosphate, 1.2 g of tetrabutylammonium bromide, 84 mg of palladium acetate and 125 ml of dimethylformamide was heated and stirred under a nitrogen gas stream at 130° C. for 6 hours. The solution was cooled to room temperature and 100 ml of water was poured into the solution, followed by filtration. The resulting solid was washed with 50 ml of methanol, dissolved in 100 ml o... Starting materials: NCCC(=O)O (β-alanine), C1(C=2C(C(=O)O1)=CC=CC2)=O (phthalic anhydride). Reaction conditions: time 3 hour. The product is C1=CC=C(C(=C1)C(=O)NCCC(=O)O)C(=O)O (N-phthalyl-β-alanine). The yield is 90.0%. As a reaction SMILES: [NH2:1][CH2:2][CH2:3][C:4]([OH:6])=[O:5].[C:7]1(=[O:17])[O:12][C:10](=[O:11])[C:9]2=[CH:13][CH:14]=[CH:15][CH:16]=[C:8]12>>[CH:15]1[CH:16]=[C:8]([C:7]([NH:1][CH2:2][CH2:3][C:4]([OH:6])=[O:5])=[O:17])[C:9]([C:10]([OH:12])=[O:11])=[CH:13][CH:14]=1. Procedure: 25 grams (0.28 mole) of β-alanine and 41.6 grams (0.28 mole) of phthalic anhydride were heated at 150° C. while stirring for three hours and then cooled. On recrystallizing with ethyl acetate, N-phthalyl-β-alanine was obtained in 90% yield (55 grams). Reactants: solid, Cl.Cl.Cl.O1COC2=C1C=CC=C2N2CCN(CC2)CC[C@@H]2CC[C@H](CC2)N (Trans-4-[2-(4-Benzo[1,3]dioxol-4-yl-piperazin-1-yl)-ethyl]-cyclohexylamine trihydrochloride), Cl.Cl.Cl.O1COC2=C1C=CC=C2N2CCN(CC2)CC[C@@H]2CC[C@H](CC2)N (Trans-4-[2-(4-Benzo[1,3]dioxol-4-yl-piperazin-1-yl)-ethyl]-cyclohexylamine trihydrochloride), C1(CC1)CC(=O)O (2-cyclopropylacetic acid). The product is O1COC2=C1C=CC=C2N2CCN(CC2)CC[C@@H]2CC[C@H](CC2)NC(CC2CC2)=O (Trans-N-{4-[2-(4-Benzo[1,3]dioxol-4-yl-piperazin-1-yl)-ethyl]-cyclohexyl}-2-cyclopropyl-acetamide). Reaction SMILES: Cl.Cl.Cl.[O:4]1[C:8]2[CH:9]=[CH:10][CH:11]=[C:12]([N:13]3[CH2:18][CH2:17][N:16]([CH2:19][CH2:20][C@H:21]4[CH2:26][CH2:25][C@H:24]([NH2:27])[CH2:23][CH2:22]4)[CH2:15][CH2:14]3)[C:7]=2[O:6][CH2:5]1.[CH:28]1([CH2:31][C:32](O)=[O:33])[CH2:30][CH2:29]1>>[O:4]1[C:8]2[CH:9]=[CH:10][CH:11]=[C:12]([N:13]3[CH2:18][CH2:17][N:16]([CH2:19][CH2:20][C@H:21]4[CH2:26][CH2:25][C@H:24]([NH:27][C:32](=[O:33])[CH2:31][CH:28]5[CH2:30][CH2:29]5)[CH2:23][CH2:22]4)[CH2:15][CH2:14]3)[C:7]=2[O:6][CH2:5]1 |f:0.1.2.3|. Procedure details: The title compound, white solid (11.5 mg, 51%), MS (ISP) m/z=414.3 [(M+H)+], was prepared in accordance with the general method of example 1 from Trans-4-[2-(4-Benzo[1,3]dioxol-4-yl-piperazin-1-yl)-ethyl]-cyclohexylamine hydrochloride (Intermediate A) (20 mg, 0.0543 mmol) and 2-cyclopropylacetic acid.